From a dataset of the Open Reaction Database (ORD), a public repository of structured organic reaction records. describe an organic reaction: reactants, conditions, products, and yield The reactants are CC(=O)OCc1cncc(COc2cc3c(=O)c(Cc4cccnc4)cn4c5cc(Br)ccc5c(c2)c34)c1, CO, [Na+], [OH-], O. Yields the product O=c1c(Cc2cccnc2)cn2c3cc(Br)ccc3c3cc(OCc4cncc(CO)c4)cc1c32. RXN SMILES: [C:1](=[O:2])([CH3:3])[O:4][CH2:5][c:6]1[cH:7][c:8]([CH2:12][O:13][c:14]2[cH:15][c:16]3[c:17]4[cH:18][cH:19][c:20]([Br:38])[cH:21][c:22]4[n:23]4[c:24]3[c:25]([cH:26]2)[c:27](=[O:37])[c:28]([CH2:30][c:31]2[cH:32][n:33][cH:34][cH:35][cH:36]2)[cH:29]4)[cH:9][n:10][cH:11]1.[CH3:41][OH:42].[Na+:40].[OH-:39].[OH2:43]>>[OH:4][CH2:5][c:6]1[cH:7][c:8]([CH2:12][O:13][c:14]2[cH:15][c:16]3[c:17]4[cH:18][cH:19][c:20]([Br:38])[cH:21][c:22]4[n:23]4[c:24]3[c:25]([cH:26]2)[c:27](=[O:37])[c:28]([CH2:30][c:31]2[cH:32][n:33][cH:34][cH:35][cH:36]2)[cH:29]4)[cH:9][n:10][cH:11]1. Starting materials: C(C1=CC=CC=C1)C=1C=NC2=C(C=CC=C2C1C=1C=C(C=CC1)N)C(F)(F)F ({3-[3-benzyl-8-(trifluoromethyl)quinolin-4-yl]phenyl}amine), C(=O)C1=CC=C2C=CNC2=C1 (6-formylindole). Product: C(C1=CC=CC=C1)C=1C=NC2=C(C=CC=C2C1C=1C=C(C=CC1)NCC1=CC=C2C=CNC2=C1)C(F)(F)F ({3-[3-BENZYL-8-(TRIFLUOROMETHYL)QUINOLIN-4-YL]PHENYL}(1H-INDOL-6-YLMETHYL)AMINE). As a reaction SMILES: [CH2:1]([C:8]1[CH:9]=[N:10][C:11]2[C:16]([C:17]=1[C:18]1[CH:19]=[C:20]([NH2:24])[CH:21]=[CH:22][CH:23]=1)=[CH:15][CH:14]=[CH:13][C:12]=2[C:25]([F:28])([F:27])[F:26])[C:2]1[CH:7]=[CH:6][CH:5]=[CH:4][CH:3]=1.[CH:29]([C:31]1[CH:39]=[C:38]2[C:34]([CH:35]=[CH:36][NH:37]2)=[CH:33][CH:32]=1)=O>>[CH2:1]([C:8]1[CH:9]=[N:10][C:11]2[C:16]([C:17]=1[C:18]1[CH:19]=[C:20]([NH:24][CH2:29][C:31]3[CH:39]=[C:38]4[C:34]([CH:35]=[CH:36][NH:37]4)=[CH:33][CH:32]=3)[CH:21]=[CH:22][CH:23]=1)=[CH:15][CH:14]=[CH:13][C:12]=2[C:25]([F:28])([F:26])[F:27])[C:2]1[CH:3]=[CH:4][CH:5]=[CH:6][CH:7]=1. Reported procedure: The title compound was prepared from {3-[3-benzyl-8-(trifluoromethyl)quinolin-4-yl]phenyl}amine and 6-formylindole to the procedure of step 1, Example 66. MS (ESI) m/z 508. Reactants: O=C([O-])[O-], CS(C)=O, [Cs+], [Cs+], O=[N+]([O-])c1ccc(F)c(F)c1, O, O=C(Nc1nc2ccc(O)cc2s1)C1CC1. Product: O=C(Nc1nc2ccc(Oc3ccc([N+](=O)[O-])cc3F)cc2s1)C1CC1. Reaction SMILES: [C:28](=[O:29])([O-:30])[O-:31].[CH3:35][S:36](=[O:37])[CH3:38].[Cs+:32].[Cs+:33].[F:17][c:18]1[c:19]([F:27])[cH:20][c:21]([N+:24](=[O:25])[O-:26])[cH:22][cH:23]1.[OH2:34].[OH:1][c:2]1[cH:3][c:4]2[c:5]([n:6][c:7]([NH:9][C:10](=[O:11])[CH:12]3[CH2:13][CH2:14]3)[s:8]2)[cH:15][cH:16]1>>[O:1]([c:2]1[cH:3][c:4]2[c:5]([n:6][c:7]([NH:9][C:10](=[O:11])[CH:12]3[CH2:13][CH2:14]3)[s:8]2)[cH:15][cH:16]1)[c:18]1[c:19]([F:27])[cH:20][c:21]([N+:24](=[O:25])[O-:26])[cH:22][cH:23]1. The reactants are C(C=C)[C@@]1(CCN(C(O1)=O)[C@@H](C)C1=CC=C(C=C1)Br)C1=CC=C(C=C1)F ((R)-6-allyl-3-((S)-1-(4-bromophenyl)ethyl)-6-(4-fluorophenyl)-1,3-oxazinan-2-one), FC=1C=C(C=NC1)B(O)O (5-fluoropyridine-3-boronic acid). The product is C(C=C)[C@@]1(CCN(C(O1)=O)[C@@H](C)C1=CC=C(C=C1)C=1C=NC=C(C1)F)C1=CC=C(C=C1)F ((R)-6-allyl-6-(4-fluorophenyl)-3-((S)-1-(4-(5-fluoropyridin-3-yl)phenyl)ethyl)-1,3-oxazinan-2-one). Reaction SMILES: [CH2:1]([C@@:4]1([C:20]2[CH:25]=[CH:24][C:23]([F:26])=[CH:22][CH:21]=2)[O:9][C:8](=[O:10])[N:7]([C@H:11]([C:13]2[CH:18]=[CH:17][C:16](Br)=[CH:15][CH:14]=2)[CH3:12])[CH2:6][CH2:5]1)[CH:2]=[CH2:3].[F:27][C:28]1[CH:29]=[C:30](B(O)O)[CH:31]=[N:32][CH:33]=1>>[CH2:1]([C@@:4]1([C:20]2[CH:25]=[CH:24][C:23]([F:26])=[CH:22][CH:21]=2)[O:9][C:8](=[O:10])[N:7]([C@H:11]([C:13]2[CH:18]=[CH:17][C:16]([C:30]3[CH:31]=[N:32][CH:33]=[C:28]([F:27])[CH:29]=3)=[CH:15][CH:14]=2)[CH3:12])[CH2:6][CH2:5]1)[CH:2]=[CH2:3]. Procedure details: The title compound was prepared from (R)-6-allyl-3-((S)-1-(4-bromophenyl)ethyl)-6-(4-fluorophenyl)-1,3-oxazinan-2-one and 5-fluoropyridine-3-boronic acid following a procedure analogous to that described in Example 14. LC-MS Method 1 tR=1.84 min, m/z=435 (M+1); 1H NMR (CDCl3) 8.58 (t, 1H, J=1.5, 1.5 Hz), 8.44 (d, 1H, J=3 Hz), 7.51-7.48 (ddd, 1H, J=9, 4, 2 Hz), 7.33-7.262 (m, 4H), 7.04 (at, J=9, 9 Hz), 6.98 (d, 2H, 8 Hz), 5.76-5.66 (m, 2H), 5.11-5.00 (m, 2H), 3.00-2.95 (m, 1H), 2.65-2.5 (m, 2H), ... Starting materials: [Ca+2], O=[N+]([O-])c1ccc(F)cc1F, [K+], [OH-], [OH-], [OH-], O, O[Si](O)(O)O, O=S(=O)(O)O. The product is O=[N+]([O-])c1ccc(F)cc1O. As a reaction SMILES: [Ca+2:25].[F:1][c:2]1[c:3]([N+:9](=[O:10])[O-:11])[cH:4][cH:5][c:6]([F:8])[cH:7]1.[K+:13].[OH-:12].[OH-:24].[OH-:26].[OH2:27].[OH:19][Si:20]([OH:21])([OH:22])[OH:23].[S:14]([OH:15])(=[O:16])(=[O:17])[OH:18]>>[c:2]1([OH:15])[c:3]([N+:9](=[O:10])[O-:11])[cH:4][cH:5][c:6]([F:8])[cH:7]1.